From a dataset of the Open Reaction Database (ORD), a public repository of structured organic reaction records. describe an organic reaction: reactants, conditions, products, and yield The reactants are C(CC1=CC=CC=C1)N1CCNCC1 (1-Phenethylpiperazine), CCN(C(C)C)C(C)C (DIPEA), ClC1=C(C(=NC=C1Cl)N)[N+](=O)[O-] (4,5-dichloro-3-nitropyridin-2-amine). The solvent is CC(C)O (iPrOH). Reaction conditions: temperature 65 celsius, time 8 hour. Product: ClC=1C(=C(C(=NC1)N)[N+](=O)[O-])N1CCN(CC1)CCC1=CC=CC=C1 (5-Chloro-3-nitro-4-(4-phenethylpiperazin-1-yl)pyridin-2-amine). The yield is 64.5%. Reaction SMILES: [CH2:1]([N:9]1[CH2:14][CH2:13][NH:12][CH2:11][CH2:10]1)[CH2:2][C:3]1[CH:8]=[CH:7][CH:6]=[CH:5][CH:4]=1.CCN(C(C)C)C(C)C.Cl[C:25]1[C:30]([Cl:31])=[CH:29][N:28]=[C:27]([NH2:32])[C:26]=1[N+:33]([O-:35])=[O:34]>CC(O)C>[Cl:31][C:30]1[C:25]([N:12]2[CH2:11][CH2:10][N:9]([CH2:1][CH2:2][C:3]3[CH:4]=[CH:5][CH:6]=[CH:7][CH:8]=3)[CH2:14][CH2:13]2)=[C:26]([N+:33]([O-:35])=[O:34])[C:27]([NH2:32])=[N:28][CH:29]=1. Procedure: 1-Phenethylpiperazine (0.100 g, 0.52 mmol, 1.1 eq) was suspended in iPrOH (1 mL). DIPEA (0.13 mL, 0.79 mmol, 1.5 eq) was added followed by 4,5-dichloro-3-nitropyridin-2-amine (0.099 g, 0.48 mmol, 1 eq). The mixture was heated and stirred at 65° C. overnight. The mixture was cooled to room temperature and filtered. The bright yellow solid was washed with iPrOH (3×2 mL), Et2O (2×2 mL) and dried to give the title compound as a bright yellow solid (0.112 g, 64%); 1H-NMR (500 MHz, DMSO-d6): δ 2.53-2.... The reactants are ClC1=C(C(=O)O)C=CC=C1Cl (2,3-dichlorobenzoic acid), C1(CC1)C(CN)C=1C=NC(=CC1)C(F)(F)F (2-cyclopropyl-2-(6-trifluoromethyl-pyridin-3-yl)-ethylamine). Yields the product ClC1=C(C(=O)NCC(C=2C=NC(=CC2)C(F)(F)F)C2CC2)C=CC=C1Cl (2,3-Dichloro-N-[2-cyclopropyl-2-(6-trifluoromethyl-pyridin-3-yl)-ethyl]-benzamide). Reaction SMILES: [Cl:1][C:2]1[C:10]([Cl:11])=[CH:9][CH:8]=[CH:7][C:3]=1[C:4]([OH:6])=O.[CH:12]1([CH:15]([C:18]2[CH:19]=[N:20][C:21]([C:24]([F:27])([F:26])[F:25])=[CH:22][CH:23]=2)[CH2:16][NH2:17])[CH2:14][CH2:13]1>>[Cl:1][C:2]1[C:10]([Cl:11])=[CH:9][CH:8]=[CH:7][C:3]=1[C:4]([NH:17][CH2:16][CH:15]([CH:12]1[CH2:14][CH2:13]1)[C:18]1[CH:19]=[N:20][C:21]([C:24]([F:27])([F:25])[F:26])=[CH:22][CH:23]=1)=[O:6]. Reported procedure: From 2,3-dichlorobenzoic acid and 2-cyclopropyl-2-(6-trifluoromethyl-pyridin-3-yl)-ethylamine. LCMS (MH+): m/z=403.1, tR (minutes, Method D)=0.79 Reactants: O=C([O-])O, CC(C)[Si](OC1CCC(c2cccc(F)c2F)C(NC(=O)OC(C)(C)C)c2cccnc21)(C(C)C)C(C)C, [Na+], C1CCOC1. Product: CC(C)(C)OC(=O)NC1c2cccnc2C(O)CCC1c1cccc(F)c1F. RXN SMILES: [C:44](=[O:45])([OH:46])[O-:47].[F:1][c:2]1[c:3]([CH:9]2[CH:10]([NH:31][C:32]([O:33][C:34]([CH3:35])([CH3:36])[CH3:37])=[O:38])[c:11]3[c:12]([n:13][cH:14][cH:15][cH:16]3)[CH:17]([O:20][Si:21]([CH:22]([CH3:23])[CH3:24])([CH:25]([CH3:26])[CH3:27])[CH:28]([CH3:29])[CH3:30])[CH2:18][CH2:19]2)[cH:4][cH:5][cH:6][c:7]1[F:8].[Na+:48].[O:39]1[CH2:40][CH2:41][CH2:42][CH2:43]1>>[F:1][c:2]1[c:3]([CH:9]2[CH:10]([NH:31][C:32]([O:33][C:34]([CH3:35])([CH3:36])[CH3:37])=[O:38])[c:11]3[c:12]([n:13][cH:14][cH:15][cH:16]3)[CH:17]([OH:20])[CH2:18][CH2:19]2)[cH:4][cH:5][cH:6][c:7]1[F:8]. Starting materials: COC=1C=CC2=C(C1)C(=CC=N2)[C@@H]([C@H]3CC4CCN3C[C@@H]4C=C)O (quinidine), [OH-].[Na+] (sodium hydroxide), [OH-].[Na+] (sodium hydroxide). Run in ClCCl (dichloromethane), ClCCl (dichloromethane), ClCCl (dichloromethane). Conditions: temperature -78 celsius. Product: C=CC1CN2CCC1CC2[C@@H](C3=C4C=C(C=CC4=NC=C3)O)O (6-hydroxycinchonine). Isolated yield 64.9%. As a reaction SMILES: C[O:2][C:3]1[CH:4]=[CH:5][C:6]2[N:12]=[CH:11][CH:10]=[C:9]([C@H:13]([OH:24])[C@@H:14]3[N:19]4[CH2:20][C@H:21]([CH:22]=[CH2:23])[CH:16]([CH2:17][CH2:18]4)[CH2:15]3)[C:7]=2[CH:8]=1.[OH-].[Na+]>ClCCl>[CH2:23]=[CH:22][CH:21]1[CH:16]2[CH2:15][CH:14]([C@H:13]([OH:24])[C:9]3[CH:10]=[CH:11][N:12]=[C:6]4[C:7]=3[CH:8]=[C:3]([OH:2])[CH:4]=[CH:5]4)[N:19]([CH2:18][CH2:17]2)[CH2:20]1 |f:1.2|. Procedure details: A 11 three-necked, round-bottom flask equipped with a condenser under argon atmosphere was charged with 5.0 g (15.4 mmol) of quinidine (97%, Aldrich) and 500 ml of dichloromethane. The solution in the flask was cooled to -78° C. To this cooled solution was slowly added 61 ml (61 mmol) of 1.0M borontribromide in dichloromethane over a period of 45 minutes. The reaction mixture was allowed to warm up to room temperature for a period of 2.5 h and was heated to reflux for 1 h. The reaction flask was...